From a dataset of the Open Reaction Database (ORD), a public repository of structured organic reaction records. describe an organic reaction: reactants, conditions, products, and yield As a reaction SMILES: [CH3:35][N:36]([CH3:37])[CH:38]=[O:39].[CH:1]1([S:4](=[O:5])(=[O:6])[c:7]2[cH:8][cH:9][c:10]([CH:13]([CH2:14][CH:15]3[CH2:16][CH2:17][O:18][CH2:19][CH2:20]3)[c:21]3[nH:22][c:23](-[c:29]4[s:30][cH:31][cH:32][n:33]4)[cH:24][c:25]3[C:26](=[O:27])[NH2:28])[cH:11][cH:12]2)[CH2:2][CH2:3]1.[OH2:34]>>[CH:1]1([S:4](=[O:5])(=[O:6])[c:7]2[cH:8][cH:9][c:10]([CH:13]([CH2:14][CH:15]3[CH2:16][CH2:17][O:18][CH2:19][CH2:20]3)[c:21]3[nH:22][c:23](-[c:29]4[s:30][cH:31][cH:32][n:33]4)[cH:24][c:25]3[C:26]#[N:28])[cH:11][cH:12]2)[CH2:2][CH2:3]1. The product is N#Cc1cc(-c2nccs2)[nH]c1C(CC1CCOCC1)c1ccc(S(=O)(=O)C2CC2)cc1. The reactants are CN(C)C=O, NC(=O)c1cc(-c2nccs2)[nH]c1C(CC1CCOCC1)c1ccc(S(=O)(=O)C2CC2)cc1, O.